From a dataset of the Open Reaction Database (ORD), a public repository of structured organic reaction records. describe an organic reaction: reactants, conditions, products, and yield Reactants: COC1=C(C=O)C=CC(=C1)OC (2,4-dimethoxybenzaldehyde), [N+](=O)([O-])C (nitromethane), C(C)(=O)[O-].[NH4+] (ammonium acetate). The solvent is C(C)(=O)O (acetic acid). Yields the product COC1=C(C=CC(=C1)OC)C=C[N+](=O)[O-] (1-(2,4-dimethoxyphenyl)-2-nitroethylene). As a reaction SMILES: [CH3:1][O:2][C:3]1[CH:10]=[C:9]([O:11][CH3:12])[CH:8]=[CH:7][C:4]=1[CH:5]=O.[N+:13]([CH3:16])([O-:15])=[O:14].C([O-])(=O)C.[NH4+]>C(O)(=O)C>[CH3:1][O:2][C:3]1[CH:10]=[C:9]([O:11][CH3:12])[CH:8]=[CH:7][C:4]=1[CH:5]=[CH:16][N+:13]([O-:15])=[O:14] |f:2.3|. Reported procedure: A mixture of 100 g of 2,4-dimethoxybenzaldehyde, 102 ml of nitromethane, 46.4 g of ammonium acetate and 500 ml of glacial acetic acid was heated at reflux for 2 hours and quenched in 700 ml of water. The crude precipitate was recrystallized from ethanol to give 105.57 g of 1-(2,4-dimethoxyphenyl)-2-nitroethylene as a yellow solid. Starting materials: 698, BrC1=C(C(=CC(=C1)C1=C2C=CC=CC2=C(C2=C1C1=C(S2)C=CC=C1)C(F)(F)F)Br)O (2,6-Dibromo-4-(6-trifluoromethyl-benzo[b]naphtho[2,3-d]thiophen-11-yl)-phenol), O[C@H](C(=O)OC)CC1=CC=CC=C1 ((S)-2-Hydroxy-3-phenylpropionic acid, methyl ester), 700, BrBr (bromine), 702. Solvent: CO (CH3OH). Yields the product BrC1=C(O[C@@H](C(=O)O)CC2=CC=CC=C2)C(=CC(=C1)C1=C2C=CC=CC2=C(C2=C1C1=C(S2)C=CC=C1)C(F)(F)F)Br ((R)-2-[2,6-Dibromo-4-(6-trifluoromethyl-benzo[b]naphtho[2,3-d]thiophen-11-yl)-phenoxy ]-3-phenyl- propionic acid). Reaction SMILES: [Br:1][C:2]1[CH:7]=[C:6]([C:8]2[C:17]3[C:18]4[CH:24]=[CH:23][CH:22]=[CH:21][C:19]=4[S:20][C:16]=3[C:15]([C:25]([F:28])([F:27])[F:26])=[C:14]3[C:9]=2[CH:10]=[CH:11][CH:12]=[CH:13]3)[CH:5]=[C:4]([Br:29])[C:3]=1[OH:30].O[C@@H:32]([CH2:37][C:38]1[CH:43]=[CH:42][CH:41]=[CH:40][CH:39]=1)[C:33]([O:35]C)=[O:34].BrBr>CO>[Br:1][C:2]1[CH:7]=[C:6]([C:8]2[C:17]3[C:18]4[CH:24]=[CH:23][CH:22]=[CH:21][C:19]=4[S:20][C:16]=3[C:15]([C:25]([F:27])([F:28])[F:26])=[C:14]3[C:9]=2[CH:10]=[CH:11][CH:12]=[CH:13]3)[CH:5]=[C:4]([Br:29])[C:3]=1[O:30][C@H:32]([CH2:37][C:38]1[CH:43]=[CH:42][CH:41]=[CH:40][CH:39]=1)[C:33]([OH:35])=[O:34]. Procedure details: Prepared from of 2,6-dibromo-4-(6-trifluoromethyl-benzo[b]naphtho[2,3-d ]thiophen-11-yl)-phenol (Example 61) and (S)-2-hydroxy-3-phenylpropionic acid, methyl ester (Example 96). White solid: mp 109-143° C.; [a]D25=+47.99° (10.002 mg/mL CH3OH); NMR (DMSO-d6); δ13.26 (s, 1 H), 8.30 - 8.27 (m, 1 H), 8.06 (d, J =7 Hz, 1 H), 7.87 - 7.81 (m, 3 H), 7.71 - 7.60 (m, 2 H), 7.52 (dd, J=8, 1 Hz, 1 H), 7.43 -7.24 (m, 6 H), 6.60 (d, J=8 Hz, 1 H), 5.33 (t, J=7 Hz, 1 H), 3.41 (d, J=7 Hz, 2 H); MS (EI): [M+], 2 ... Starting materials: IC=1C=C2C(C(NC(C2=CC1)=O)=O)=CNC1=CC=C(C=C1)C1NCCC1 (6-Iodo-4-[(4-pyrrolidin-2-yl-phenylamino)-methylene]-4H-isoquinoline-1,3-dione), C(=O)([O-])[O-].[Na+].[Na+] (Na2CO3), BrC(C)O (bromoethanol). Run in C1CCOC1 (THF). Product: OCCN1C(CCC1)C1=CC=C(C=C1)NC=C1C(NC(C2=CC=C(C=C12)I)=O)=O (4-({4-[1-(2-Hydroxy-ethyl)-pyrrolidin-2-yl]-phenylamino}-methylene)-6-iodo-4H-isoquinoline-1,3-dione). Reaction SMILES: [I:1][C:2]1[CH:3]=[C:4]2[C:9](=[CH:10][CH:11]=1)[C:8](=[O:12])[NH:7][C:6](=[O:13])[C:5]2=[CH:14][NH:15][C:16]1[CH:21]=[CH:20][C:19]([CH:22]2[CH2:26][CH2:25][CH2:24][NH:23]2)=[CH:18][CH:17]=1.C([O-])([O-])=O.[Na+].[Na+].Br[CH:34]([OH:36])[CH3:35]>C1COCC1>[OH:36][CH2:34][CH2:35][N:23]1[CH2:24][CH2:25][CH2:26][CH:22]1[C:19]1[CH:20]=[CH:21][C:16]([NH:15][CH:14]=[C:5]2[C:4]3[C:9](=[CH:10][CH:11]=[C:2]([I:1])[CH:3]=3)[C:8](=[O:12])[NH:7][C:6]2=[O:13])=[CH:17][CH:18]=1 |f:1.2.3|. Reported procedure: 6-Iodo-4-[(4-pyrrolidin-2-yl-phenylamino)-methylene]-4H-isoquinoline-1,3-dione (250 mg, 0.54 mmol) and Na2CO3 (2.0 g, 18.9 mmol) in THF (10 mL) is heated to reflux and bromoethanol (0.15 mL) is added every 45 min for 4 hours. The resulting mixture is then allowed to reflux overnight. After TLC suggested no starting material left, the THF is removed and after an aqueous work up, the desired product is isolated through chromatography (75 mg, 28%). MS (ESI): 504.0 (M+1)+1. Reactants: [Li]CCCC, C=CCN1CCC(=O)CC1, Cc1csc2ccccc12, C1CCOC1. Yields the product C=CCN1CCC(O)(c2sc3ccccc3c2C)CC1. Reaction SMILES: [CH2:11]([Li:12])[CH2:13][CH2:14][CH3:15].[CH2:16]([CH:17]=[CH2:18])[N:19]1[CH2:20][CH2:21][C:22](=[O:25])[CH2:23][CH2:24]1.[CH3:1][c:2]1[cH:3][s:4][c:5]2[c:6]1[cH:7][cH:8][cH:9][cH:10]2.[O:26]1[CH2:27][CH2:28][CH2:29][CH2:30]1>>[CH3:1][c:2]1[c:3]([C:22]2([OH:25])[CH2:21][CH2:20][N:19]([CH2:16][CH:17]=[CH2:18])[CH2:24][CH2:23]2)[s:4][c:5]2[c:6]1[cH:7][cH:8][cH:9][cH:10]2.